This data is from the Open Reaction Database (ORD), a public repository of structured organic reaction records. The task is: describe an organic reaction: reactants, conditions, products, and yield The reactants are C(C)(C)(C)C=1C=C(C=O)C=C(C1)C(C)(C)C (3,5-di-tert-butylbenzaldehyde), C(CC(=O)O)(=O)O (malonic acid), C(C)(=O)[O-].[NH4+] (ammonium acetate). Run in C(C)(C)O (isopropanol). Product: NC(CC(=O)O)C1=CC(=CC(=C1)C(C)(C)C)C(C)(C)C (3-amino-3-(3,5-di-tert-butylphenyl)propionic acid). Isolated yield 26.9%. As a reaction SMILES: [C:1]([C:5]1[CH:6]=[C:7]([CH:10]=[C:11]([C:13]([CH3:16])([CH3:15])[CH3:14])[CH:12]=1)[CH:8]=O)([CH3:4])([CH3:3])[CH3:2].[C:17]([OH:23])(=[O:22])[CH2:18]C(O)=O.C([O-])(=O)C.[NH4+:28]>C(O)(C)C>[NH2:28][CH:8]([C:7]1[CH:6]=[C:5]([C:1]([CH3:4])([CH3:3])[CH3:2])[CH:12]=[C:11]([C:13]([CH3:16])([CH3:15])[CH3:14])[CH:10]=1)[CH2:18][C:17]([OH:23])=[O:22] |f:2.3|. Procedure: A mixture 3,5-di-tert-butylbenzaldehyde (0.996 g, 4.56 mmol), malonic acid (0.572 g, 5.50 mmol) and ammonium acetate (0.710 g, 9.21 mmol) in isopropanol (30 mL) was heated at reflux under nitrogen for 5 h to afford a colorless solid. The solid was filtered and washed with hot isopropanol (30 mL). The residue was dried in vacuo to give the desired racemic product as a colorless solid (0.340 g). The reactants are CC(C)(C)OC(=O)n1ccc2c(C(=O)OCc3ccccc3)cccc21, [Li]CCCC, CC1(C)CCCC(C)(C)N1, CCOC(=O)Cl, C1CCOC1. The product is CCOC(=O)c1cc2c(C(=O)OCc3ccccc3)cccc2n1C(=O)OC(C)(C)C. Reaction SMILES: [C:16]([CH3:17])([CH3:18])([CH3:19])[O:20][C:21](=[O:22])[n:23]1[cH:24][cH:25][c:26]2[c:27]([C:32](=[O:33])[O:34][CH2:35][c:36]3[cH:37][cH:38][cH:39][cH:40][cH:41]3)[cH:28][cH:29][cH:30][c:31]12.[CH2:11]([Li:12])[CH2:13][CH2:14][CH3:15].[CH3:1][C:2]1([CH3:3])[CH2:4][CH2:5][CH2:6][C:7]([CH3:8])([CH3:9])[NH:10]1.[Cl:42][C:43](=[O:44])[O:45][CH2:46][CH3:47].[O:48]1[CH2:49][CH2:50][CH2:51][CH2:52]1>>[C:16]([CH3:17])([CH3:18])([CH3:19])[O:20][C:21](=[O:22])[n:23]1[c:24]([C:43](=[O:44])[O:45][CH2:46][CH3:47])[cH:25][c:26]2[c:27]([C:32](=[O:33])[O:34][CH2:35][c:36]3[cH:37][cH:38][cH:39][cH:40][cH:41]3)[cH:28][cH:29][cH:30][c:31]12. The reactants are three, BrC1=CC=C(C=C1)O (4-bromophenol), C(C)C=1N=C2N(N=C(C=C2C)C)C1C=O (2-ethyl-6,8-dimethylimidazo[1,2-b]pyridazin-3-carboxaldehyde), [Mg] (magnesium), aldehyde, [Si](C)(C)(C(C)(C)C)O[Si](C)(C)C(C)(C)C (t-butyldimethylsilylether), solution. The solvent is CCOC(=O)C.CCCCCC (EtOAc hexane), C1CCOC1 (THF), C1CCOC1 (THF). Conditions: temperature 35 celsius. Product: C(C)C=1N=C2N(N=C(C=C2C)C)C1C(O)C1=CC=C(C=C1)O (1-(2-ethyl-6,8-dimethylimidazo[1,2-b]pyridazin-3-yl)-1-(4-hydroxyphenyl)methanol). Isolated yield 82.0%. RXN SMILES: [Mg].[Si](O[Si](C(C)(C)C)(C)C)(C(C)(C)C)(C)C.Br[C:18]1[CH:23]=[CH:22][C:21]([OH:24])=[CH:20][CH:19]=1.[CH2:25]([C:27]1[N:28]=[C:29]2[C:34]([CH3:35])=[CH:33][C:32]([CH3:36])=[N:31][N:30]2[C:37]=1[CH:38]=[O:39])[CH3:26]>C1COCC1.CCOC(C)=O.CCCCCC>[CH2:25]([C:27]1[N:28]=[C:29]2[C:34]([CH3:35])=[CH:33][C:32]([CH3:36])=[N:31][N:30]2[C:37]=1[CH:38]([C:18]1[CH:23]=[CH:22][C:21]([OH:24])=[CH:20][CH:19]=1)[OH:39])[CH3:26] |f:5.6|. Reported procedure: A 100 mL three necked round bottom flask equipped with a magnetic stir bar, septum, reflux condenser and a nitrogen inlet was dried and charged with 0.608 g (25 mmol) of magnesium turnings and 15 mL of dry THF. A solution of 7.182 g (25 mmol) of the t-butyldimethylsilylether derived from 4-bromophenol dissolved in 10 mL of dry THF was added via syringe and the reaction mixture was stirred at reflux for 3 hours. A separate 50 mL flask equipped with a magnetic stir bar, septum and containing a sol... Reaction SMILES: [CH2:1]([O:3][C:4](=[O:23])[CH2:5][N:6]([CH:20]1[CH2:22][CH2:21]1)[C:7](=[O:19])[C:8]1[CH:13]=[CH:12][C:11]([O:14][C:15]([F:18])([F:17])[F:16])=[CH:10][CH:9]=1)[CH3:2].[CH2:24]([N:31]1[CH:35]=[C:34]([C:36](O)=[O:37])[CH:33]=[N:32]1)[C:25]1[CH:30]=[CH:29][CH:28]=[CH:27][CH:26]=1>>[CH2:1]([O:3][C:4](=[O:23])[CH:5]([N:6]([CH:20]1[CH2:22][CH2:21]1)[C:7](=[O:19])[C:8]1[CH:9]=[CH:10][C:11]([O:14][C:15]([F:16])([F:17])[F:18])=[CH:12][CH:13]=1)[C:36]([C:34]1[CH:33]=[N:32][N:31]([CH2:24][C:25]2[CH:30]=[CH:29][CH:28]=[CH:27][CH:26]=2)[CH:35]=1)=[O:37])[CH3:2]. Procedure: The title compound, a colorless oil (0.9 g, 41%), was prepared in analogy to intermediate 8A by reaction of [cyclopropyl-(4-trifluoromethoxy-benzoyl)-amino]-acetic acid ethyl ester (intermediate 7B) with 1-benzyl-1H-pyrazole-4-carboxylic acid (Kalla R. V.; Elzein E.; Perry T.; Li X.; Palle V.; Varkhedkar V.; Gimbel A.; Maa T.; Zeng D.; Zablocki J. Journal of Medicinal Chemistry (2006), 49(12), 3682-92).MS: 516.1 (MH+). Yields the product C(C)OC(C(C(=O)C=1C=NN(C1)CC1=CC=CC=C1)N(C(C1=CC=C(C=C1)OC(F)(F)F)=O)C1CC1)=O (3-(1-Benzyl-1H-pyrazol-4-yl)-2-[cyclopropyl-(4-trifluoromethoxy-benzoyl)-amino]-3-oxo-propionic acid ethyl ester). Reactants: oil, intermediate 8A, C(C)OC(CN(C(C1=CC=C(C=C1)OC(F)(F)F)=O)C1CC1)=O ([cyclopropyl-(4-trifluoromethoxy-benzoyl)-amino]-acetic acid ethyl ester), C(C)OC(CN(C(C1=CC=C(C=C1)OC(F)(F)F)=O)C1CC1)=O ([cyclopropyl-(4-trifluoromethoxy-benzoyl)-amino]-acetic acid ethyl ester), C(C1=CC=CC=C1)N1N=CC(=C1)C(=O)O (1-benzyl-1H-pyrazole-4-carboxylic acid). Reactants: CCN(CC)C(=O)c1ccccc1OC, C1CCOC1, CN(C)C=O, CN(C)CCN(C)C, [Li]C(C)CC, Cl. The product is CCN(CC)C(=O)c1c(C=O)cccc1OC. Reaction SMILES: [CH2:14]([CH3:15])[N:16]([C:17]([c:18]1[c:19]([O:24][CH3:25])[cH:20][cH:21][cH:22][cH:23]1)=[O:26])[CH2:27][CH3:28].[CH2:35]1[O:36][CH2:37][CH2:38][CH2:39]1.[CH3:29][N:30]([CH:31]=[O:32])[CH3:33].[CH3:6][N:7]([CH3:8])[CH2:9][CH2:10][N:11]([CH3:12])[CH3:13].[CH:1]([Li:2])([CH2:3][CH3:4])[CH3:5].[ClH:34]>>[CH2:14]([CH3:15])[N:16]([C:17]([c:18]1[c:19]([O:24][CH3:25])[cH:20][cH:21][cH:22][c:23]1[CH:31]=[O:32])=[O:26])[CH2:27][CH3:28]. Starting materials: CC=1C(=NC=CC1)[C@@H]1N[C@@H](CCC1)C1=NC=CC=C1C (3,3″-dimethyl-1′,2′,3′,4′,5′,6′-hexahydro-cis-[2,2′;6′,2″]terpyridine), N1=C(C=CC=C1)CCOS(=O)(=O)C (methanesulfonic acid 2-pyridin-2-yl-ethyl ester), C(=O)([O-])[O-].[K+].[K+] (K2CO3). The solvent is CN(C)C=O (DMF). Run at temperature 85 celsius. Product: CC=1C(=NC=CC1)[C@@H]1N([C@@H](CCC1)C1=NC=CC=C1C)CCC1=NC=CC=C1 (3,3″-Dimethyl-1′-(2-pyrdin-2-yl-ethyl)-1′,2′,3′,4′,5′,6′-hexahydro-cis-[2,2′;6′,2″]terpyridine). Yield: 43.4%. As a reaction SMILES: [CH3:1][C:2]1[C:3]([C@H:8]2[CH2:13][CH2:12][CH2:11][C@@H:10]([C:14]3[C:19]([CH3:20])=[CH:18][CH:17]=[CH:16][N:15]=3)[NH:9]2)=[N:4][CH:5]=[CH:6][CH:7]=1.[N:21]1[CH:26]=[CH:25][CH:24]=[CH:23][C:22]=1[CH2:27][CH2:28]OS(C)(=O)=O.C([O-])([O-])=O.[K+].[K+]>CN(C=O)C>[CH3:1][C:2]1[C:3]([C@H:8]2[CH2:13][CH2:12][CH2:11][C@@H:10]([C:14]3[C:19]([CH3:20])=[CH:18][CH:17]=[CH:16][N:15]=3)[N:9]2[CH2:28][CH2:27][C:22]2[CH:23]=[CH:24][CH:25]=[CH:26][N:21]=2)=[N:4][CH:5]=[CH:6][CH:7]=1 |f:2.3.4|. Procedure: Using General Procedure A: A suspension of 3,3″-dimethyl-1′,2′,3′,4′,5′,6′-hexahydro-cis-[2,2′;6′,2″]terpyridine (252 mg, 0.94 mmol), methanesulfonic acid 2-pyridin-2-yl-ethyl ester (approx. 4.9 mmol) and K2CO3 (1.30 g, 9.42 mmol) in DMF (5 mL) was heated at 85° C. for 2.5 d. Purification of the crude material by column chromatography on silica gel (CH2Cl2—CH3OH—NH4OH, 96:4:0 then 94:4:2) followed by radial chromatography on silica gel (1 mm plate, CH2Cl2—CH3OH—NH4OH, 25:1:1) provided 152 mg (43... The reactants are C(C)C1(CCC(CC1)OC=1N=CN=C2SC=3CC[C@@H](C3C12)C[C@@H](C)O)NC(OC(C)(C)C)=O (tert-butyl N-(1-ethyl-4-[[(3R)-3-[(2R)-2-hydroxypropyl]-7-thia-9,11-diazatricyclo[6.4.0.0[2,6]]dodeca-1(12),2(6),8,10-tetraen-12-yl]oxy]cyclohexyl)carbamate), Cl (hydrochloric acid). Run in ClCCl (dichloromethane). Run at time 2 hour. The product is Cl.NC1(CCC(CC1)OC=1N=CN=C2SC=3CC[C@@H](C3C12)C[C@@H](C)O)CC ((2R)-1-[(3R)-12-[(4-amino-4-ethylcyclohexyl)oxy]-7-thia-9,11-diazatricyclo[6.4.0.0[2,6]]dodeca-1(12),2(6),8,10-tetraen-3-yl]propan-2-ol hydrochloride). As a reaction SMILES: [CH2:1]([C:3]1([NH:26]C(=O)OC(C)(C)C)[CH2:8][CH2:7][CH:6]([O:9][C:10]2[N:11]=[CH:12][N:13]=[C:14]3[C:21]=2[C:20]2[C@@H:19]([CH2:22][C@H:23]([OH:25])[CH3:24])[CH2:18][CH2:17][C:16]=2[S:15]3)[CH2:5][CH2:4]1)[CH3:2].[ClH:34]>ClCCl>[ClH:34].[NH2:26][C:3]1([CH2:1][CH3:2])[CH2:8][CH2:7][CH:6]([O:9][C:10]2[N:11]=[CH:12][N:13]=[C:14]3[C:21]=2[C:20]2[C@@H:19]([CH2:22][C@H:23]([OH:25])[CH3:24])[CH2:18][CH2:17][C:16]=2[S:15]3)[CH2:5][CH2:4]1 |f:3.4|. Procedure details: A 50-mL round-bottom flask, purged and maintained with an inert atmosphere of nitrogen, was charged with a solution of tert-butyl N-(1-ethyl-4-[[(3R)-3-[(2R)-2-hydroxypropyl]-7-thia-9,11-diazatricyclo[6.4.0.0[2,6]]dodeca-1(12),2(6),8,10-tetraen-12-yl]oxy]cyclohexyl)carbamate (160 mg, 0.34 mmol, 1.00 equiv) in dichloromethane (6 mL) at 0° C. Then hydrochloric acid (conc., 0.5 mL) was added at this temperature and stirred for 2 h at room temperature. The reaction solution was concentrated under va... Reactants: FC(F)(F)c1ccc(CC2CCNCC2)cc1, O=C(O)C(=O)Nc1ccc2[nH]c(=O)oc2c1. The product is O=C(Nc1ccc2[nH]c(=O)oc2c1)C(=O)N1CCC(Cc2ccc(C(F)(F)F)cc2)CC1. RXN SMILES: [F:1][C:2]([c:3]1[cH:4][cH:5][c:6]([CH2:7][CH:8]2[CH2:9][CH2:10][NH:11][CH2:12][CH2:13]2)[cH:14][cH:15]1)([F:16])[F:17].[O:18]=[c:19]1[o:20][c:21]2[c:22]([nH:23]1)[cH:24][cH:25][c:26]([NH:28][C:29]([C:30](=[O:31])[OH:32])=[O:33])[cH:27]2>>[F:1][C:2]([c:3]1[cH:4][cH:5][c:6]([CH2:7][CH:8]2[CH2:9][CH2:10][N:11]([C:30]([C:29]([NH:28][c:26]3[cH:25][cH:24][c:22]4[c:21]([o:20][c:19](=[O:18])[nH:23]4)[cH:27]3)=[O:33])=[O:31])[CH2:12][CH2:13]2)[cH:14][cH:15]1)([F:16])[F:17]. Starting materials: OCCCNC1CN(CCC1)C(=O)OC(C)(C)C (tert-butyl 3-[(3-hydroxypropyl)amino]-1-piperidinecarboxylate), ClC1=NC(=NC(=N1)N1CCOCC1)N1C(=NC2=C1C=CC=C2OC)C(F)F (1-[4-chloro-6-(4-morpholinyl)-1,3,5-triazin-2-yl]-2-(difluoromethyl)-4-methoxy-1H-benzimidazole), CCN(C(C)C)C(C)C (DIPEA). Solvent: CN(C)C=O (DMF), O (water). Conditions: time 2 day. The product is FC(C1=NC2=C(N1C1=NC(=NC(=N1)N1CCOCC1)N(C1CN(CCC1)C(=O)OC(C)(C)C)CCCO)C=CC=C2OC)F (tert-butyl 3-[[4-[2-(difluoromethyl)-4-methoxy-1H-benzimidazol-1-yl]-6-(4-morpholinyl)-1,3,5-triazin-2-yl](3-hydroxypropyl)-amino]-1-piperidinecarboxylate). The yield is 89.6%. Reaction SMILES: [OH:1][CH2:2][CH2:3][CH2:4][NH:5][CH:6]1[CH2:11][CH2:10][CH2:9][N:8]([C:12]([O:14][C:15]([CH3:18])([CH3:17])[CH3:16])=[O:13])[CH2:7]1.Cl[C:20]1[N:25]=[C:24]([N:26]2[CH2:31][CH2:30][O:29][CH2:28][CH2:27]2)[N:23]=[C:22]([N:32]2[C:36]3[CH:37]=[CH:38][CH:39]=[C:40]([O:41][CH3:42])[C:35]=3[N:34]=[C:33]2[CH:43]([F:45])[F:44])[N:21]=1.CCN(C(C)C)C(C)C>CN(C=O)C.O>[F:45][CH:43]([F:44])[C:33]1[N:32]([C:22]2[N:23]=[C:24]([N:26]3[CH2:31][CH2:30][O:29][CH2:28][CH2:27]3)[N:25]=[C:20]([N:5]([CH2:4][CH2:3][CH2:2][OH:1])[CH:6]3[CH2:11][CH2:10][CH2:9][N:8]([C:12]([O:14][C:15]([CH3:18])([CH3:17])[CH3:16])=[O:13])[CH2:7]3)[N:21]=2)[C:36]2[CH:37]=[CH:38][CH:39]=[C:40]([O:41][CH3:42])[C:35]=2[N:34]=1. Procedure: A mixture of tert-butyl 3-[(3-hydroxypropyl)amino]-1-piperidinecarboxylate (516 mg, 2.00 mmol), 1-[4-chloro-6-(4-morpholinyl)-1,3,5-triazin-2-yl]-2-(difluoromethyl)-4-methoxy-1H-benzimidazole (610 mg, 1.54 mmol), and DIPEA (1.5 mL, excess) in DMF (20 mL) was stirred at room temperature for 2 days. The reaction mixture was diluted with water and extracted with CH2Cl2 (3×30 mL). The combined extracts were washed with water, dried over Na2SO4, and concentrated. Chromatography of the residue on SiO2... The reactants are COC(=O)c1ccc(C(=O)Nc2ccccc2NC(=O)OC(C)(C)C)nc1, C1CCOC1, Cl, O. Product: CC(C)(C)OC(=O)Nc1ccccc1NC(=O)c1ccc(CO)cn1. Reaction SMILES: [C:1]([CH3:2])([CH3:3])([CH3:4])[O:5][C:6](=[O:7])[NH:8][c:9]1[c:10]([NH:15][C:16](=[O:17])[c:18]2[n:19][cH:20][c:21]([C:24](=[O:25])[O:26][CH3:27])[cH:22][cH:23]2)[cH:11][cH:12][cH:13][cH:14]1.[CH2:30]1[O:31][CH2:32][CH2:33][CH2:34]1.[ClH:29].[OH2:28]>>[C:1]([CH3:2])([CH3:3])([CH3:4])[O:5][C:6](=[O:7])[NH:8][c:9]1[c:10]([NH:15][C:16](=[O:17])[c:18]2[n:19][cH:20][c:21]([CH2:24][OH:25])[cH:22][cH:23]2)[cH:11][cH:12][cH:13][cH:14]1.